From a dataset of the Open Reaction Database (ORD), a public repository of structured organic reaction records. describe an organic reaction: reactants, conditions, products, and yield Reactants: C1OC=2C=C(C=CC2O1)C1(C(=C(C2=CC=CC=C12)C1=CC2=C(C=C1)OCO2)C(=O)OCC)O (ethyl (1RS)-1,3-di-(3,4-methylenedioxyphenyl)-1-hydroxyindene-2-carboxylate), C(C)[SiH](CC)CC (triethylsilane), C1OC=2C=C(C=CC2O1)C1C(=CC2=CC=CC=C12)C(=O)[O-] (3,4-methylenedioxyphenylindene-2-carboxylate), B(F)(F)F.CCOCC (boron trifluoride etherate), ice. The solvent is C(Cl)Cl (CH2Cl2). Reaction conditions: time 10 minute. Yields the product C1OC=2C=C(C=CC2O1)C1C(C(C2=CC=CC=C12)C1=CC2=C(C=C1)OCO2)C(=O)O ((1RS, 3RS)-1,3-Di-(3,4-methylenedioxyphenyl)-indane-2-carboxylic acid). Yield: 98.3%. Reaction SMILES: C1OC2C=CC(C3C4C(=CC=CC=4)C=C3C([O-])=O)=CC=2O1.[CH2:22]1[O:30][C:29]2[CH:28]=[CH:27][C:26]([C:31]3(O)[C:39]4[C:34](=[CH:35][CH:36]=[CH:37][CH:38]=4)[C:33]([C:40]4[CH:45]=[CH:44][C:43]5[O:46][CH2:47][O:48][C:42]=5[CH:41]=4)=[C:32]3[C:49]([O:51]CC)=[O:50])=[CH:25][C:24]=2[O:23]1.C([SiH](CC)CC)C.B(F)(F)F.CCOCC>C(Cl)Cl>[CH2:22]1[O:30][C:29]2[CH:28]=[CH:27][C:26]([CH:31]3[C:39]4[C:34](=[CH:35][CH:36]=[CH:37][CH:38]=4)[CH:33]([C:40]4[CH:45]=[CH:44][C:43]5[O:46][CH2:47][O:48][C:42]=5[CH:41]=4)[CH:32]3[C:49]([OH:51])=[O:50])=[CH:25][C:24]=2[O:23]1 |f:3.4|. Procedure: Ethyl (RS)-1,3-Di-(3,4-methylenedioxyphenylindene-2-carboxylate. To a solution of ethyl (1RS)-1,3-di-(3,4-methylenedioxyphenyl)-1-hydroxyindene-2-carboxylate (0.29 g, 0.65 mmol) in CH2Cl2 (3 ml) at 0° C. under an argon atmosphere was added triethylsilane (91 mg, 0.78 mmol), followed by boron trifluoride etherate (0.3 ml, 2.4 mmnol). The reaction mixture was stirred for 10 min, at which time was added ice-cold 1 M HCl, and the mixture was extracted with EtOAc. The organic extract was washed with ... Starting materials: NC1=NC(=NC(=N1)NCCCC)NCCCC (2-amino-4,6-bis(monobutylamino)-1,3,5-triazine), N1CCCCC1 (piperidine), N (ammonia). The product is C(CCC)NC1=NC(=NC(=N1)NCCCC)N1CCCCC1 (2,4-bis(monobutylamino)-6-piperidino-1,3,5-triazine). Procedure: The same procedures were repeated as in the N-substituted melamine (C1), except that piperidine was employed in place of the aqueous ammonia to obtain 2,4-bis(monobutylamino)-6-piperidino-1,3,5-triazine which is in powder-state. RXN SMILES: N[C:2]1[N:7]=[C:6]([NH:8][CH2:9][CH2:10][CH2:11][CH3:12])[N:5]=[C:4]([NH:13][CH2:14][CH2:15][CH2:16][CH3:17])[N:3]=1.[NH:18]1[CH2:23][CH2:22][CH2:21][CH2:20][CH2:19]1.N>>[CH2:14]([NH:13][C:4]1[N:5]=[C:6]([NH:8][CH2:9][CH2:10][CH2:11][CH3:12])[N:7]=[C:2]([N:18]2[CH2:23][CH2:22][CH2:21][CH2:20][CH2:19]2)[N:3]=1)[CH2:15][CH2:16][CH3:17]. The reactants are 17, C1OC2[C@]3(C)[C@@H](CC2OC1)[C@@H]1C=CC2=CC(C=C[C@]2(C)[C@H]1CC3)=O (17-ethylenedioxy-androsta-1,4,6-trien-3-one), [OH-].[Na+] (sodium hydroxide), OO (hydrogen peroxide), O (water). The solvent is CO (methanol). Conditions: time 4.5 hour. The product is C1OC2([C@]3(C)[C@@H](CC2)[C@@H]2C=CC4=CC([C@H]5[C@@H]([C@]4(C)[C@H]2CC3)O5)=O)OC1 (17,17-ethylenedioxy-1α,2α-epoxy-androsta-4,6-dien-3-one). The yield is 75.0%. As a reaction SMILES: [CH2:1]1[CH2:10][O:9][CH:8]2[CH:3]([C@:4]3([CH2:23][CH2:22][C@H:21]4[C@@H:11]([CH:12]=[CH:13][C:14]5[C@:19]4([CH3:20])[CH:18]=[CH:17][C:16](=[O:24])[CH:15]=5)[C@@H:6]3[CH2:7]2)[CH3:5])[O:2]1.[OH-:25].[Na+].OO.O>CO>[CH2:1]1[CH2:10][O:9][C:3]2([CH2:8][CH2:7][C@H:6]3[C@H:11]4[C@H:21]([CH2:22][CH2:23][C@:4]23[CH3:5])[C@:19]2([CH3:20])[C:14](=[CH:15][C:16](=[O:24])[C@@H:17]3[O:25][C@@H:18]32)[CH:13]=[CH:12]4)[O:2]1 |f:1.2|. Procedure: A solution of 1.0 g of 17, 17-ethylenedioxy-androsta-1,4,6-trien-3-one in 40 ml of methanol is treated at room temperature with 0.28 ml of 10% methanolic sodium hydroxide and 1.8 ml of 30% hydrogen peroxide and stirred at room temperature for 4.5 hours. 50 ml of water are added dropwise to the solution, the separated product is collected by suction and chromatographed on 30 g of silica gel. Elution with hexane/ether (3:2) yields 0.793 g (75%) of crystalline 17,17-ethylenedioxy-1α,2α-epoxy-andros... Starting materials: CCN(C(C)C)C(C)C, ClCCl, CC(C)(C)OC(=O)NC1CCC(Nc2nc(N3CCc4cc(N)ccc43)c3ncn(C(=O)OC(C)(C)C)c3n2)CC1, O=C(Cl)Cc1cccs1. Yields the product CC(C)(C)OC(=O)NC1CCC(Nc2nc(N3CCc4cc(NC(=O)Cc5cccs5)ccc43)c3ncn(C(=O)OC(C)(C)C)c3n2)CC1. As a reaction SMILES: [CH:51]([N:52]([CH:53]([CH3:54])[CH3:55])[CH2:56][CH3:57])([CH3:58])[CH3:59].[Cl:60][CH2:61][Cl:62].[NH2:1][c:2]1[cH:3][c:4]2[c:8]([cH:9][cH:10]1)[N:7]([c:11]1[c:12]3[n:13][cH:14][n:15]([C:35](=[O:36])[O:37][C:38]([CH3:39])([CH3:40])[CH3:41])[c:16]3[n:17][c:18]([NH:20][CH:21]3[CH2:22][CH2:23][CH:24]([NH:27][C:28](=[O:29])[O:30][C:31]([CH3:32])([CH3:33])[CH3:34])[CH2:25][CH2:26]3)[n:19]1)[CH2:6][CH2:5]2.[s:42]1[c:43]([CH2:47][C:48](=[O:49])[Cl:50])[cH:44][cH:45][cH:46]1>>[NH:1]([c:2]1[cH:3][c:4]2[c:8]([cH:9][cH:10]1)[N:7]([c:11]1[c:12]3[n:13][cH:14][n:15]([C:35](=[O:36])[O:37][C:38]([CH3:39])([CH3:40])[CH3:41])[c:16]3[n:17][c:18]([NH:20][CH:21]3[CH2:22][CH2:23][CH:24]([NH:27][C:28](=[O:29])[O:30][C:31]([CH3:32])([CH3:33])[CH3:34])[CH2:25][CH2:26]3)[n:19]1)[CH2:6][CH2:5]2)[C:48]([CH2:47][c:43]1[s:42][cH:46][cH:45][cH:44]1)=[O:49]. Reactants: COC(=O)c1ccc(Br)cc1N1CCCS1(=O)=O, O=C1NCCO1. Yields the product COC(=O)c1ccc(N2CCOC2=O)cc1N1CCCS1(=O)=O. RXN SMILES: [Br:1][c:2]1[cH:3][c:4]([N:12]2[S:13](=[O:17])(=[O:18])[CH2:14][CH2:15][CH2:16]2)[c:5]([C:6](=[O:7])[O:8][CH3:9])[cH:10][cH:11]1.[O:19]1[C:20](=[O:24])[NH:21][CH2:22][CH2:23]1>>[c:2]1([N:21]2[C:20](=[O:24])[O:19][CH2:23][CH2:22]2)[cH:3][c:4]([N:12]2[S:13](=[O:17])(=[O:18])[CH2:14][CH2:15][CH2:16]2)[c:5]([C:6](=[O:7])[O:8][CH3:9])[cH:10][cH:11]1. Starting materials: C(C)(=O)C=1C=C(C(=C(CN(C)C)C1)N)Br (5-acetyl-2-amino-3-bromo-N,N-dimethyl-benzylamine), [BH4-].[Na+] (sodium borohydride). The product is NC1=C(CN(C)C)C=C(C=C1Br)C(C)O (2-Amino-3-bromo-N,N-dimethyl-5-(1-hydroxy-ethyl)-benzylamine). As a reaction SMILES: [C:1]([C:4]1[CH:5]=[C:6]([Br:15])[C:7]([NH2:14])=[C:8]([CH:13]=1)[CH2:9][N:10]([CH3:12])[CH3:11])(=[O:3])[CH3:2].[BH4-].[Na+]>>[NH2:14][C:7]1[C:6]([Br:15])=[CH:5][C:4]([CH:1]([OH:3])[CH3:2])=[CH:13][C:8]=1[CH2:9][N:10]([CH3:12])[CH3:11] |f:1.2|. Reported procedure: 2-Amino-3-bromo-N,N-dimethyl-5-(1-hydroxy-ethyl)-benzylamine, m.p. 69-72° C was prepared by reduction of 5-acetyl-2-amino-3-bromo-N,N-dimethyl-benzylamine with sodium borohydride analogous to Example 19. Starting materials: CCCC(=O)Cl, CCCCCCCCC=CCCCCCCCCO, c1ccncc1. The product is CCCCCCCCC=CCCCCCCCCOC(=O)CCC. Reaction SMILES: [C:20]([CH2:21][CH2:22][CH3:23])(=[O:24])[Cl:25].[CH2:1]([CH2:2][CH2:3][CH2:4][CH2:5][CH2:6][CH2:7][CH2:8][CH:9]=[CH:10][CH2:11][CH2:12][CH2:13][CH2:14][CH2:15][CH2:16][CH2:17][CH3:18])[OH:19].[cH:26]1[cH:27][cH:28][n:29][cH:30][cH:31]1>>[CH2:1]([CH2:2][CH2:3][CH2:4][CH2:5][CH2:6][CH2:7][CH2:8][CH:9]=[CH:10][CH2:11][CH2:12][CH2:13][CH2:14][CH2:15][CH2:16][CH2:17][CH3:18])[O:19][C:20]([CH2:21][CH2:22][CH3:23])=[O:24].